From a dataset of the Open Reaction Database (ORD), a public repository of structured organic reaction records. describe an organic reaction: reactants, conditions, products, and yield Reactants: N(N)C(CO)CC1CCOCC1 (2-hydrazino-3-(tetrahydro-pyran-4-yl)-propan-1-ol). Isolated yield 91.5%. As a reaction SMILES: [NH:1]([CH:3]([CH2:6][CH:7]1[CH2:12][CH2:11][O:10][CH2:9][CH2:8]1)[CH2:4][OH:5])N>CO.[Ni]>[NH2:1][CH:3]([CH2:6][CH:7]1[CH2:8][CH2:9][O:10][CH2:11][CH2:12]1)[CH2:4][OH:5]. Solvent: CO (MeOH). Procedure details: To a solution of 2-hydrazino-3-(tetrahydro-pyran-4-yl)-propan-1-ol (6.15 g, 0.035 mol) in MeOH (120 mL) was added Raney Ni. The flask was evacuated and equipped with a hydrogen inflated balloon. The flask was dipped into an ultrasound bath filled with water and sonicated for 4 h at rt until the starting material was completely consumed. The mixture was filtered through celite, and the filter cake was washed with MeOH (2×30 mL). Concentration of the filtrate under reduced pressure gave 2-amino-3-... Reagents/catalysts: [Ni] (Ni). Product: NC(CO)CC1CCOCC1 (2-amino-3-(tetrahydro-pyran-4-yl)-propan-1-ol). The reactants are Cl (hydrogen chloride), FC1=C(C=CC(=C1)N1C(O[C@H](C1)CNC(C)=O)=O)C1=CC=C(C=C1)CNCC1=CN=NN1 (N-{[(5S)-3-(2-fluoro-4′-{[(1H-1,2,3-triazol-5-ylmethyl)amino]methyl}biphenyl-4-yl)-2-oxo-1,3-oxazolidin-5-yl]methyl}acetamide). Solvent: O1CCOCC1 (dioxane), CO (methanol), C(C)(=O)OCC (ethyl acetate). Reaction conditions: time 8 hour. Yields the product Cl.FC1=C(C=CC(=C1)N1C(O[C@H](C1)CNC(C)=O)=O)C1=CC=C(C=C1)CNCC1=CN=NN1 (N-{[(5S)-3-(2-fluoro-4′-{[(1H-1,2,3-triazol-5-ylmethyl)amino]methyl}biphenyl-4-yl)-2-oxo-1,3-oxazolidin-5-yl]methyl}acetamide monohydrochloride). Isolated yield 90.2%. RXN SMILES: [F:1][C:2]1[CH:7]=[C:6]([N:8]2[CH2:12][C@H:11]([CH2:13][NH:14][C:15](=[O:17])[CH3:16])[O:10][C:9]2=[O:18])[CH:5]=[CH:4][C:3]=1[C:19]1[CH:24]=[CH:23][C:22]([CH2:25][NH:26][CH2:27][C:28]2[NH:32][N:31]=[N:30][CH:29]=2)=[CH:21][CH:20]=1.[ClH:33]>CO.C(OCC)(=O)C.O1CCOCC1>[ClH:33].[F:1][C:2]1[CH:7]=[C:6]([N:8]2[CH2:12][C@H:11]([CH2:13][NH:14][C:15](=[O:17])[CH3:16])[O:10][C:9]2=[O:18])[CH:5]=[CH:4][C:3]=1[C:19]1[CH:24]=[CH:23][C:22]([CH2:25][NH:26][CH2:27][C:28]2[NH:32][N:31]=[N:30][CH:29]=2)=[CH:21][CH:20]=1 |f:5.6|. Reported procedure: To a stirred suspension of N-{[(5S)-3-(2-fluoro-4′-{[(1H-1,2,3-triazol-5-ylmethyl)amino]methyl}biphenyl-4-yl)-2-oxo-1,3-oxazolidin-5-yl]methyl}acetamide (3.5 g, 7.75 mmol) in methanol (4 mL) and ethyl acetate (17.5 mL) was added 4.0 N hydrogen chloride in dioxane (8.0 mL). The resulting mixture was stirred for 8 h, the solvent removed under reduced pressure and the residue dried in vacuo. The residue was suspended in 10% methanol in acetonitrile (17.5 mL) and stirred at room temperature for 1 h.... Reactants: BrC(Br)(Br)Br, C1CCOC1, CCOC(C)=O, Nc1ncnn2c(CCO)cc(-c3ccc4cn(Cc5ccccc5)nc4c3)c12, c1ccc(P(c2ccccc2)c2ccccc2)cc1. Yields the product Nc1ncnn2c(CCBr)cc(-c3ccc4cn(Cc5ccccc5)nc4c3)c12. Reaction SMILES: [C:30]([Br:31])([Br:32])([Br:33])[Br:34].[CH2:60]1[O:61][CH2:62][CH2:63][CH2:64]1.[CH3:54][CH2:55][O:56][C:57]([CH3:58])=[O:59].[NH2:1][c:2]1[n:3][cH:4][n:5][n:6]2[c:7]1[c:8](-[c:14]1[cH:15][cH:16][c:17]3[cH:18][n:19]([CH2:23][c:24]4[cH:25][cH:26][cH:27][cH:28][cH:29]4)[n:20][c:21]3[cH:22]1)[cH:9][c:10]2[CH2:11][CH2:12][OH:13].[c:35]1([P:36]([c:37]2[cH:38][cH:39][cH:40][cH:41][cH:42]2)[c:43]2[cH:44][cH:45][cH:46][cH:47][cH:48]2)[cH:49][cH:50][cH:51][cH:52][cH:53]1>>[NH2:1][c:2]1[n:3][cH:4][n:5][n:6]2[c:7]1[c:8](-[c:14]1[cH:15][cH:16][c:17]3[cH:18][n:19]([CH2:23][c:24]4[cH:25][cH:26][cH:27][cH:28][cH:29]4)[n:20][c:21]3[cH:22]1)[cH:9][c:10]2[CH2:11][CH2:12][Br:31]. Reactants: [H-].[Na+] (sodium hydride), COC(C1=C(C=CC(=C1)C)O)=O (2-hydroxy-5-methylbenzoic acid methyl ester), ice, CCOC(=O)C (EtOAc), CS(=O)(=O)Cl (methanesulfonyl chloride). The solvent is C1CCOC1 (THF), C1CCOC1 (THF), C1CCOC1 (THF). Conditions: temperature 0 celsius. Product: COC(C1=C(C=CC(=C1)C)OS(=O)(=O)C)=O (2-Methanesulfonyloxy-5-methylbenzoic acid methyl ester). RXN SMILES: [H-].[Na+].[CH3:3][O:4][C:5](=[O:14])[C:6]1[CH:11]=[C:10]([CH3:12])[CH:9]=[CH:8][C:7]=1[OH:13].[CH3:15][S:16](Cl)(=[O:18])=[O:17].CCOC(C)=O>C1COCC1>[CH3:3][O:4][C:5](=[O:14])[C:6]1[CH:11]=[C:10]([CH3:12])[CH:9]=[CH:8][C:7]=1[O:13][S:16]([CH3:15])(=[O:18])=[O:17] |f:0.1|. Reported procedure: To a ice cooled suspension of sodium hydride (60%, 1.3 g, 78.3 mmol) in THF (100 mL) is added a solution of 2-hydroxy-5-methylbenzoic acid methyl ester (10 g, 60 mmol) in THF (20 mL) and it is stirred at 0° C. Then a solution of methanesulfonyl chloride (8.2 g, 72 mmol) in THF (20 mL) is added dropwise. The reaction mixture is stirred at RT for 18 h. Then the reaction mixture is cooled in an ice bath and slowly ice is added to quench the reaction. EtOAc is used to extract. Brine is added to the ...